From a dataset of the Open Reaction Database (ORD), a public repository of structured organic reaction records. describe an organic reaction: reactants, conditions, products, and yield Starting materials: N#Cc1ccc(N=C=O)c2c1CCCC2, Cc1nc2c(N)ccc(C#N)c2o1, N#Cc1ccc(N2C(=O)C3C(O)CCN3C2=O)c2c1CCCC2. Product: Cc1nc2c(N3C(=O)C4C(O)CCN4C3=O)ccc(C#N)c2o1. RXN SMILES: [N:14]([c:15]1[c:16]2[c:21]([c:22]([C:23]#[N:24])[cH:25][cH:26]1)[CH2:20][CH2:19][CH2:18][CH2:17]2)=[C:27]=[O:28].[NH2:1][c:2]1[cH:3][cH:4][c:5]([C:12]#[N:13])[c:6]2[c:7]1[n:8][c:9]([CH3:11])[o:10]2.[OH:29][CH:30]1[CH2:31][CH2:32][N:33]2[C:34](=[O:51])[N:35]([c:39]3[c:40]4[c:45]([c:46]([C:47]#[N:48])[cH:49][cH:50]3)[CH2:44][CH2:43][CH2:42][CH2:41]4)[C:36](=[O:38])[CH:37]12>>[N:1]1([c:2]2[cH:3][cH:4][c:5]([C:12]#[N:13])[c:6]3[c:7]2[n:8][c:9]([CH3:11])[o:10]3)[C:34](=[O:51])[N:33]2[CH2:32][CH2:31][CH:30]([OH:29])[CH:37]2[C:36]1=[O:38].